This data is from the Open Reaction Database (ORD), a public repository of structured organic reaction records. The task is: describe an organic reaction: reactants, conditions, products, and yield Starting materials: O=C(OC)C=1C=CC=CC1C(=O)N(CCCCCC)CCCCCC. Reagents/catalysts: O=C(NC=1C=CC=CC1C=2C=NC(=CC2)C3=NC=CC=C3)NC4CCCCC4, O1B(OC(C)(C)C1(C)C)B2OC(C)(C)C(O2)(C)C, C[OH2+].C[OH2+].C1CC=CCCC=C1.C1CC=CCCC=C1.[Ir].[Ir]. Solvent: C=1C=C(C=CC1C)C. Run at temperature 25 celsius, time 16 hour. Product: O=C(OC)C1=CC=C(C=C1C(=O)N(CCCCCC)CCCCCC)B2OC(C)(C)C(O2)(C)C. Isolated yield 96.0%.